From a dataset of the Open Reaction Database (ORD), a public repository of structured organic reaction records. describe an organic reaction: reactants, conditions, products, and yield Starting materials: crude residue, ClC=1N=C(C2=C(N1)N=C(S2)CN2CC(C2)N2CCOCC2)N2CCOCC2 (5-chloro-7-morpholin-4-yl-2-(3-morpholin-4-yl-azetidin-1-ylmethyl)thiazolo[4,5-d]pyrimidine), CC1=NC2=C(N1)C=CC=C2 (2-methyl-1H-benzoimidazole), CC(C)C1=CC(=C(C(=C1)C(C)C)C2=C(C=CC=C2)P(C3CCCCC3)C4CCCCC4)C(C)C (XPhos), C([O-])([O-])=O.[Cs+].[Cs+] (cesium carbonate). The reagents and catalysts are C=1C=CC(=CC1)/C=C/C(=O)/C=C/C2=CC=CC=C2.C=1C=CC(=CC1)/C=C/C(=O)/C=C/C2=CC=CC=C2.C=1C=CC(=CC1)/C=C/C(=O)/C=C/C2=CC=CC=C2.[Pd].[Pd] (Pd2(dba)3). The solvent is O1CCOCC1 (1,4-dioxane). The product is CC1=NC2=C(N1C=1N=C(C3=C(N1)N=C(S3)CN3CC(C3)N3CCOCC3)N3CCOCC3)C=CC=C2 (4-(5-(2-methyl-1H-benzo[d]imidazol-1-yl)-2-((3-morpholinoazetidin-1-yl)methyl)thiazolo[4,5-d]pyrimidin-7-yl)morpholine). Isolated yield 70.7%. As a reaction SMILES: Cl[C:2]1[N:3]=[C:4]([N:22]2[CH2:27][CH2:26][O:25][CH2:24][CH2:23]2)[C:5]2[S:10][C:9]([CH2:11][N:12]3[CH2:15][CH:14]([N:16]4[CH2:21][CH2:20][O:19][CH2:18][CH2:17]4)[CH2:13]3)=[N:8][C:6]=2[N:7]=1.[CH3:28][C:29]1[NH:33][C:32]2[CH:34]=[CH:35][CH:36]=[CH:37][C:31]=2[N:30]=1.CC(C1C=C(C(C)C)C(C2C=CC=CC=2P(C2CCCCC2)C2CCCCC2)=C(C(C)C)C=1)C.C(=O)([O-])[O-].[Cs+].[Cs+]>O1CCOCC1.C1C=CC(/C=C/C(/C=C/C2C=CC=CC=2)=O)=CC=1.C1C=CC(/C=C/C(/C=C/C2C=CC=CC=2)=O)=CC=1.C1C=CC(/C=C/C(/C=C/C2C=CC=CC=2)=O)=CC=1.[Pd].[Pd]>[CH3:28][C:29]1[N:33]([C:2]2[N:3]=[C:4]([N:22]3[CH2:23][CH2:24][O:25][CH2:26][CH2:27]3)[C:5]3[S:10][C:9]([CH2:11][N:12]4[CH2:15][CH:14]([N:16]5[CH2:21][CH2:20][O:19][CH2:18][CH2:17]5)[CH2:13]4)=[N:8][C:6]=3[N:7]=2)[C:32]2[CH:34]=[CH:35][CH:36]=[CH:37][C:31]=2[N:30]=1 |f:3.4.5,7.8.9.10.11|. Procedure: A mixture of 5-chloro-7-morpholin-4-yl-2-(3-morpholin-4-yl-azetidin-1-ylmethyl)thiazolo[4,5-d]pyrimidine (50 mg, 0.12 mmol), 2-methyl-1H-benzoimidazole (18 mg, 0.13 mmol), Pd2(dba)3 (5.5 mg, 0.006 mmol), XPhos (5.7 mg, 0.02 mmol) and cesium carbonate (78 mg, 0.24 mmol) in 1,4-dioxane (1.5 mL) was purged with argon gas for 15 min. The resulting reaction mixture was irradiated with microwaves at 145° C. for 30 min. The crude residue was loaded on an Isolute® SCX-2 cartridge (5 g). The cartridge wa... Run at time 10 minute. Reaction SMILES: [C:1](Cl)(Cl)=[O:2].C1(C)C=CC=CC=1.[CH3:12][C:13]([C:16]1[CH:17]=[C:18]([S:27][CH2:28][CH2:29][C:30]([NH:32][NH2:33])=[O:31])[CH:19]=[C:20]([C:23]([CH3:26])([CH3:25])[CH3:24])[C:21]=1[OH:22])([CH3:15])[CH3:14].C(=O)(O)[O-].[Na+]>O1CCCC1.C(OCC)(=O)C>[CH3:15][C:13]([C:16]1[CH:17]=[C:18]([S:27][CH2:28][CH2:29][C:30]2[O:31][C:1](=[O:2])[NH:33][N:32]=2)[CH:19]=[C:20]([C:23]([CH3:24])([CH3:25])[CH3:26])[C:21]=1[OH:22])([CH3:12])[CH3:14] |f:3.4|. Procedure details: A 12.5% solution of phosgene in toluene (5.5 mL, 6.2 mmol) is added dropwise to a -78° C. solution of 3-[[3,5-bis(1,1-dimethylethyl)-4-hydroxyphenyl]thio]propanoic acid hydrazide (1.0 g, 2.94 mmol) in tetrahydrofuran (100 mL). The reaction mixture is stirred for 10 minutes then poured into a separatory funnel containing ethyl acetate and aqueous sodium bicarbonate. The organic phase is washed three times with water and once with brine. Drying the organic phase over magnesium sulfate and evaporat... Product: CC(C)(C)C=1C=C(C=C(C1O)C(C)(C)C)SCCC1=NNC(O1)=O (5-[2-[[3,5-bis-(1,1-dimethylethyl)-4-hydroxyphenyl]thio]ethyl]-1,3,4-oxadiazol-2(3H)-one). Solvent: O1CCCC1 (tetrahydrofuran), C(C)(=O)OCC (ethyl acetate). The reactants are solution, C(=O)(Cl)Cl (phosgene), C1(=CC=CC=C1)C (toluene), CC(C)(C)C=1C=C(C=C(C1O)C(C)(C)C)SCCC(=O)NN (3-[[3,5-bis(1,1-dimethylethyl)-4-hydroxyphenyl]thio]propanoic acid hydrazide), C([O-])(O)=O.[Na+] (sodium bicarbonate). The yield is 63.0%. The yield is 93.0%. Reported procedure: 4-[(6,7-Dimethoxy-4-quinolyl)oxy]aniline (50 mg) was added to toluene. (5 ml), and triethylamine (0.5 ml), and the mixture was heated under reflux to prepare a solution. A solution of triphosgene (77 mg) in methylene chloride was then added thereto, and the mixture was heated under reflux for 10 min. Next, 1-morpholino-3-hexanol (49 mg) was added thereto, and the mixture was further stirred with heating under reflux for 3 hr. A saturated aqueous sodium bicarbonate solution was added to stop the ... Reactants: ClC(Cl)(OC(OC(Cl)(Cl)Cl)=O)Cl (triphosgene), C([O-])(O)=O.[Na+] (sodium bicarbonate), COC=1C=C2C(=CC=NC2=CC1OC)OC1=CC=C(N)C=C1 (4-[(6,7-Dimethoxy-4-quinolyl)oxy]aniline), O1CCN(CC1)CCC(CCC)O (1-morpholino-3-hexanol). Reaction SMILES: [CH3:1][O:2][C:3]1[CH:4]=[C:5]2[C:10](=[CH:11][C:12]=1[O:13][CH3:14])[N:9]=[CH:8][CH:7]=[C:6]2[O:15][C:16]1[CH:22]=[CH:21][C:19]([NH2:20])=[CH:18][CH:17]=1.Cl[C:24](Cl)([O:26]C(=O)OC(Cl)(Cl)Cl)Cl.[O:35]1[CH2:40][CH2:39][N:38]([CH2:41][CH2:42][CH:43]([OH:47])[CH2:44][CH2:45][CH3:46])[CH2:37][CH2:36]1.C(=O)(O)[O-].[Na+]>C(Cl)Cl.C(N(CC)CC)C.C1(C)C=CC=CC=1>[CH3:1][O:2][C:3]1[CH:4]=[C:5]2[C:10](=[CH:11][C:12]=1[O:13][CH3:14])[N:9]=[CH:8][CH:7]=[C:6]2[O:15][C:16]1[CH:22]=[CH:21][C:19]([NH:20][C:24](=[O:26])[O:47][CH:43]([CH2:42][CH2:41][N:38]2[CH2:39][CH2:40][O:35][CH2:36][CH2:37]2)[CH2:44][CH2:45][CH3:46])=[CH:18][CH:17]=1 |f:3.4|. Product: COC=1C=C2C(=CC=NC2=CC1OC)OC1=CC=C(C=C1)NC(OC(CCC)CCN1CCOCC1)=O (1-(2-Morpholinoethyl)butyl N-{4-[(6,7-dimethoxy-4-quinolyl)oxy]phenyl}carbamate). Solvent: C(Cl)Cl (methylene chloride), C1(=CC=CC=C1)C (toluene), C(C)N(CC)CC (triethylamine).